This data is from the Open Reaction Database (ORD), a public repository of structured organic reaction records. The task is: describe an organic reaction: reactants, conditions, products, and yield Reactants: CCOC(=O)C(=O)c1cccs1, CC(C)CCNN, CCO. Product: CCOC(=O)C(=NNCCC(C)C)c1cccs1. As a reaction SMILES: [CH2:1]([CH3:2])[O:3][C:4]([C:5]([c:6]1[s:7][cH:8][cH:9][cH:10]1)=[O:11])=[O:12].[CH3:13][CH:14]([CH2:15][CH2:16][NH:17][NH2:18])[CH3:19].[CH3:20][CH2:21][OH:22]>>[CH2:1]([CH3:2])[O:3][C:4]([C:5]([c:6]1[s:7][cH:8][cH:9][cH:10]1)=[N:18][NH:17][CH2:16][CH2:15][CH:14]([CH3:13])[CH3:19])=[O:12]. The product is OC1=C(C=CC=C1C(F)(F)F)NC(=O)NCC1=CC=CC=C1 (N-(2-Hydroxy-3-trifluoromethylphenyl)-N′-benzylurea). Reported procedure: To a solution of benzylisocyanate (74.56 mg, 0.56 mmol) in DMF (1.0 ml), 2-hydroxy-3-trifluoromethylaniline (100 mg, 0.56 mmol) was added. The reaction mixture was stirred at 80° C. for 16 hours. Chromatography of the resulting liquid on silica gel gave desired product (140 mg, 80%). EI-MS m/z 311.1 (M+). As a reaction SMILES: [CH2:1]([N:8]=[C:9]=[O:10])[C:2]1[CH:7]=[CH:6][CH:5]=[CH:4][CH:3]=1.[OH:11][C:12]1[C:18]([C:19]([F:22])([F:21])[F:20])=[CH:17][CH:16]=[CH:15][C:13]=1[NH2:14]>CN(C=O)C>[OH:11][C:12]1[C:18]([C:19]([F:20])([F:21])[F:22])=[CH:17][CH:16]=[CH:15][C:13]=1[NH:14][C:9]([NH:8][CH2:1][C:2]1[CH:7]=[CH:6][CH:5]=[CH:4][CH:3]=1)=[O:10]. Reactants: C(C1=CC=CC=C1)N=C=O (benzylisocyanate), OC1=C(N)C=CC=C1C(F)(F)F (2-hydroxy-3-trifluoromethylaniline). Conditions: temperature 80 celsius, time 16 hour. The yield is 80.6%. Solvent: CN(C)C=O (DMF).